This data is from the Open Reaction Database (ORD), a public repository of structured organic reaction records. The task is: describe an organic reaction: reactants, conditions, products, and yield Starting materials: C1(CC1)S(=O)(=O)C1=CC=C(C=C1)C(C(CCC(=O)C=1SC(=CN1)C(COC)O)=O)CC1CCOCC1 (5-[4-(cyclopropylsulfonyl)phenyl]-1-[5-(1-hydroxy-2-methoxyethyl)-1,3-thiazol-2-yl]-6-(tetrahydro-2H-pyran-4-yl)hexane-1,4-dione), C(C)(=O)[O-].[NH4+] (ammonium acetate), [OH-].[Na+] (sodium hydroxide). The solvent is C(C)(=O)O (acetic acid). Run at temperature 100 celsius, time 2 hour. The product is C1(CC1)S(=O)(=O)C1=CC=C(C=C1)C(CC1CCOCC1)C1=CC=C(N1)C=1SC(=CN1)C(COC)O (1-[2-(5-{1-[4-(cyclopropylsulfonyl)phenyl]-2-(tetrahydro-2H-pyran-4-yl)ethyl}-1H-pyrrol-2-yl)-1,3-thiazol-5-yl]-2-methoxyethanol). Isolated yield 96.8%. Reaction SMILES: [CH:1]1([S:4]([C:7]2[CH:12]=[CH:11][C:10]([CH:13]([CH2:30][CH:31]3[CH2:36][CH2:35][O:34][CH2:33][CH2:32]3)[C:14](=O)[CH2:15][CH2:16][C:17]([C:19]3[S:20][C:21]([CH:24]([OH:28])[CH2:25][O:26][CH3:27])=[CH:22][N:23]=3)=O)=[CH:9][CH:8]=2)(=[O:6])=[O:5])[CH2:3][CH2:2]1.C([O-])(=O)C.[NH4+:41].[OH-].[Na+]>C(O)(=O)C>[CH:1]1([S:4]([C:7]2[CH:8]=[CH:9][C:10]([CH:13]([C:14]3[NH:41][C:17]([C:19]4[S:20][C:21]([CH:24]([OH:28])[CH2:25][O:26][CH3:27])=[CH:22][N:23]=4)=[CH:16][CH:15]=3)[CH2:30][CH:31]3[CH2:36][CH2:35][O:34][CH2:33][CH2:32]3)=[CH:11][CH:12]=2)(=[O:6])=[O:5])[CH2:2][CH2:3]1 |f:1.2,3.4|. Procedure details: A mixture of 5-[4-(cyclopropylsulfonyl)phenyl]-1-[5-(1-hydroxy-2-methoxyethyl)-1,3-thiazol-2-yl]-6-(tetrahydro-2H-pyran-4-yl)hexane-1,4-dione (1.36 g), ammonium acetate (1.33 g) and acetic acid (15 mL) was stirred at 100° C. for 2 hr. The reaction mixture was neutralized with 8M aqueous sodium hydroxide solution, and extracted with ethyl acetate. The ethyl acetate layer was concentrated, 2M aqueous sodium hydroxide solution (1.3 mL), tetrahydrofuran (6 mL) and methanol (6 mL) were added to the r... The reactants are CCOC(=O)N=NC(=O)OCC, C1CCOC1, O=C1c2ccccc2C(=O)N1c1ncnc2c1ncn2O, CC(C)OP(=O)(C=CCCO)OC(C)C, c1ccc(P(c2ccccc2)c2ccccc2)cc1. Product: CC(C)OP(=O)(C=CCCOn1cnc2c(N3C(=O)c4ccccc4C3=O)ncnc21)OC(C)C. RXN SMILES: [O:56]=[C:57]([O:58][CH2:59][CH3:60])[N:61]=[N:62][C:63]([O:64][CH2:65][CH3:66])=[O:67].[O:68]1[CH2:69][CH2:70][CH2:71][CH2:72]1.[OH:1][n:2]1[c:3]2[n:4][cH:5][n:6][c:7]([N:11]3[C:12](=[O:21])[c:13]4[c:14]([cH:17][cH:18][cH:19][cH:20]4)[C:15]3=[O:16])[c:8]2[n:9][cH:10]1.[OH:22][CH2:23][CH2:24][CH:25]=[CH:26][P:27]([O:28][CH:29]([CH3:30])[CH3:31])([O:32][CH:33]([CH3:34])[CH3:35])=[O:36].[c:37]1([P:38]([c:39]2[cH:40][cH:41][cH:42][cH:43][cH:44]2)[c:45]2[cH:46][cH:47][cH:48][cH:49][cH:50]2)[cH:51][cH:52][cH:53][cH:54][cH:55]1>>[O:1]([n:2]1[c:3]2[n:4][cH:5][n:6][c:7]([N:11]3[C:12](=[O:21])[c:13]4[c:14]([cH:17][cH:18][cH:19][cH:20]4)[C:15]3=[O:16])[c:8]2[n:9][cH:10]1)[CH2:23][CH2:24][CH:25]=[CH:26][P:27]([O:28][CH:29]([CH3:30])[CH3:31])([O:32][CH:33]([CH3:34])[CH3:35])=[O:36].